The task is: describe an organic reaction: reactants, conditions, products, and yield. This data is from the Open Reaction Database (ORD), a public repository of structured organic reaction records. Reactants: CC1CCCN1CCc1cc2cc(-c3ccc(C#N)cc3)ccc2o1, CC(C)=O, [K+], [Mg+2], O=[Mn](=O)(=O)[O-], O=S(=O)([O-])[O-], O. RXN SMILES: [CH3:1][CH:2]1[N:3]([CH2:7][CH2:8][c:9]2[o:10][c:11]3[c:12]([cH:13]2)[cH:14][c:15](-[c:18]2[cH:19][cH:20][c:21]([C:22]#[N:23])[cH:24][cH:25]2)[cH:16][cH:17]3)[CH2:4][CH2:5][CH2:6]1.[CH3:38][C:39](=[O:40])[CH3:41].[K+:31].[Mg+2:32].[Mn:26](=[O:27])([O-:28])(=[O:29])=[O:30].[O-:33][S:34]([O-:35])(=[O:36])=[O:37].[OH2:42]>>[CH3:1][CH:2]1[N:3]([CH2:7][CH2:8][c:9]2[o:10][c:11]3[c:12]([cH:13]2)[cH:14][c:15](-[c:18]2[cH:19][cH:20][c:21]([C:22]#[N:23])[cH:24][cH:25]2)[cH:16][cH:17]3)[C:4](=[O:27])[CH2:5][CH2:6]1. Product: CC1CCC(=O)N1CCc1cc2cc(-c3ccc(C#N)cc3)ccc2o1.